Dataset: the Open Reaction Database (ORD), a public repository of structured organic reaction records. Task: describe an organic reaction: reactants, conditions, products, and yield Reactants: C(C1=CC=CC=C1)C1=CN=C2C(=C(C(N(C2=C1)CC=1SC=CN1)=O)C(=O)OCC)O (ethyl 7-benzyl-4-hydroxy-2-oxo-1-(1,3-thiazol-2-ylmethyl)-1,2-dihydro-1,5-naphthyridine-3-carboxylate), COCCN (2-methoxyethylamine). Product: C(C1=CC=CC=C1)C1=CN=C2C(=C(C(N(C2=C1)CC=1SC=CN1)=O)C(=O)NCCOC)O (7-Benzyl-4-hydroxy-N-(2-methoxyethyl)-2-oxo-1-(1,3-thiazol-2-ylmethyl)-1,2-dihydro-1,5-naphthyridine-3-carboxamide). RXN SMILES: [CH2:1]([C:8]1[CH:17]=[C:16]2[C:11]([C:12]([OH:30])=[C:13]([C:25](OCC)=[O:26])[C:14](=[O:24])[N:15]2[CH2:18][C:19]2[S:20][CH:21]=[CH:22][N:23]=2)=[N:10][CH:9]=1)[C:2]1[CH:7]=[CH:6][CH:5]=[CH:4][CH:3]=1.[CH3:31][O:32][CH2:33][CH2:34][NH2:35]>>[CH2:1]([C:8]1[CH:17]=[C:16]2[C:11]([C:12]([OH:30])=[C:13]([C:25]([NH:35][CH2:34][CH2:33][O:32][CH3:31])=[O:26])[C:14](=[O:24])[N:15]2[CH2:18][C:19]2[S:20][CH:21]=[CH:22][N:23]=2)=[N:10][CH:9]=1)[C:2]1[CH:7]=[CH:6][CH:5]=[CH:4][CH:3]=1. Reported procedure: This compound was prepared from ethyl 7-benzyl-4-hydroxy-2-oxo-1-(1,3-thiazol-2-ylmethyl)-1,2-dihydro-1,5-naphthyridine-3-carboxylate and 2-methoxyethylamine employing methods similar to those described in Example 5 and was obtained as a white solid: 1H NMR (d6-DMSO) δ 10.21 (1H, t, J=5 Hz), 8.56 (1H, s), 8.12 (1H, s), 7.69 (1H, d, J=3.2 Hz), 7.67 (1H, d, J=3.2 Hz) 7.28-7.22 (4H, m), 7.18 (1H, t, J=7 Hz), 5.78 (2H, s), 4.09 (2H, s), 3.56-3.48 (4H, m), 3.28 (3H, s); HRMS calcd for C23H22N4O4S+H+:... The reactants are C(C)(C)(C)C1=C(C=C(C=C1)C#N)[N+](=O)[O-] (2-t-Butyl-5-cyano-1-nitrobenzene). The solvent is CCCCCC.C(C)(=O)OCC (hexane ethyl acetate). Product: C(C)(C)(C)C1=C(N)C=C(C=C1)C#N (2-t-Butyl-5-cyanoaniline). Reaction SMILES: [C:1]([C:5]1[CH:10]=[CH:9][C:8]([C:11]#[N:12])=[CH:7][C:6]=1[N+:13]([O-])=O)([CH3:4])([CH3:3])[CH3:2]>CCCCCC.C(OCC)(=O)C>[C:1]([C:5]1[CH:10]=[CH:9][C:8]([C:11]#[N:12])=[CH:7][C:6]=1[NH2:13])([CH3:4])([CH3:2])[CH3:3] |f:1.2|. Reported procedure: 2-t-Butyl-5-cyano-1-nitrobenzene [prepared as described in step (i) above] was reduced in a similar manner to that described in Preparation 5 to give the title compound as crystals, melting at 94.5°-95° C. (from hexane-ethyl acetate). Reactants: CC1=CC(=C2C(=N1)C=NN2)NC2=CC=C(C(=O)O)C=C2 (4-[(5-Methyl-1H-pyrazolo[4,3-b]pyridin-7-yl)amino]-benzoic acid), CS(=O)C (Dimethyl sulphoxide), Cl (hydrogen chloride), C(C)O (ethanol), C(C)O (ethanol). Product: C(=O)(OCC)C1=CC=C(NC2=C3C(=NC(=C2)C)C=NN3)C=C1 (7-(4-Carbethoxyanilino)-5-methyl-1H-pyrazolo[4,3-b]pyridine). Reaction SMILES: [CH3:1][C:2]1[N:7]=[C:6]2[CH:8]=[N:9][NH:10][C:5]2=[C:4]([NH:11][C:12]2[CH:20]=[CH:19][C:15]([C:16]([OH:18])=[O:17])=[CH:14][CH:13]=2)[CH:3]=1.Cl.CS(C)=O.[CH2:26](O)[CH3:27]>>[C:16]([C:15]1[CH:19]=[CH:20][C:12]([NH:11][C:4]2[CH:3]=[C:2]([CH3:1])[N:7]=[C:6]3[CH:8]=[N:9][NH:10][C:5]=23)=[CH:13][CH:14]=1)([O:18][CH2:26][CH3:27])=[O:17]. Procedure details: The carboxylic acid (E2) of Example 2 (0.5 g, 0.0019 mole) was heated at reflux in ethanol (25 ml) to which several drops of a saturated ethanol solution of hydrogen chloride had been added. Dimethyl sulphoxide (5.5 ml) was added after 11/2 h to aid solution and heating continued for a further 71/4 h. The solution was filtered and solvent removed under reduced pressure. Ether and a small amount of ethyl acetate were added and the resulting yellow solid (518 mg, 94%) collected, m.p. 247°-250° C. Reactants: CN1N=CC(=C1)N (1-methyl-1H-pyrazol-4-amine), ClC1=NC=C(C(=N1)Cl)F (2,4-dichloro-5-fluoropyrimidine), N[C@H]1[C@H]([C@@H]2C=C[C@H]1C2)C(=O)N ((+/−)-(1S,2S,3R,4R)-3-aminobicyclo[2.2.1]hept-5-ene-2-carboxamide), ClC1=NC=C(C(=N1)Cl)C(F)(F)F (2,4-dichloro-5-(trifluoromethyl)pyrimidine). Product: C(C)N1N=CC(=C1)NC1=NC=C(C(=N1)N[C@H]1[C@H]([C@@H]2C=C[C@H]1C2)C(=O)N)C(F)(F)F ((1S,2S,3R,4R)-3-{[2-[(1-ethyl-1H-pyrazol-4-yl)amino]-5-(trifluoromethyl)pyrimidin-4-yl]amino}bicyclo[2.2.1]hept-5-ene-2-carboxamide). As a reaction SMILES: [CH3:1][N:2]1[CH:6]=[C:5]([NH2:7])[CH:4]=[N:3]1.[NH2:8][C@@H:9]1[C@@H:14]2[CH2:15][C@@H:11]([CH:12]=[CH:13]2)[C@@H:10]1[C:16]([NH2:18])=[O:17].Cl[C:20]1[N:25]=[C:24](Cl)[C:23]([C:27]([F:30])([F:29])[F:28])=[CH:22][N:21]=1.Cl[C:32]1N=C(Cl)C(F)=CN=1>>[CH2:1]([N:2]1[CH:6]=[C:5]([NH:7][C:20]2[N:25]=[C:24]([NH:8][C@@H:9]3[C@@H:14]4[CH2:15][C@@H:11]([CH:12]=[CH:13]4)[C@@H:10]3[C:16]([NH2:18])=[O:17])[C:23]([C:27]([F:30])([F:29])[F:28])=[CH:22][N:21]=2)[CH:4]=[N:3]1)[CH3:32]. Reported procedure: The title compound was prepared as described in Example 1, substituting 1-ethyl-1H-pyrazol-4-amine for 1-methyl-1H-pyrazol-4-amine in Example 1B along with substitution of (+)-(1S,2S,3R,4R)-3-aminobicyclo[2.2.1]hept-5-ene-2-carboxamide for (+/−)-(1S,2S,3R,4R)-3-aminobicyclo[2.2.1]hept-5-ene-2-carboxamide and 2,4-dichloro-5-(trifluoromethyl)pyrimidine for 2,4-dichloro-5-fluoropyrimidine in Example 1A. 1H NMR (300 MHz, DMSO-D6) ppm 1.28-1.47 (m, 4H) 2.03 (d, J=8.82 Hz, 1H) 2.86 (d, J=13.2 Hz, 2H) ...